Dataset: the Open Reaction Database (ORD), a public repository of structured organic reaction records. Task: describe an organic reaction: reactants, conditions, products, and yield The reactants are C1(=C(C(=C(C(=C1F)F)F)N)F)N.Cl.Cl (dihydrochloride), [N+](=O)([O-])C1=C(C=C(C=C1)NCCC(C)O)C (4-(4-nitro-3-methylphenylamino)butan-2-ol). Reagents/catalysts: [Zn].[Cl-].[NH4+].O.C(C)O (zinc ammonium chloride water ethanol). Product: Cl.Cl.NC1=C(C=C(C=C1)NCCC(C)O)C (4-(4-amino-3-methylphenylamino)butan-2-ol dihydrochloride). Reaction SMILES: [N+:1]([C:4]1[CH:9]=[CH:8][C:7]([NH:10][CH2:11][CH2:12][CH:13]([OH:15])[CH3:14])=[CH:6][C:5]=1[CH3:16])([O-])=O.C1(N)C(F)=C(F)C(F)=C(N)C=1F.[ClH:29].Cl>[Zn].[Cl-].[NH4+].O.C(O)C>[ClH:29].[ClH:29].[NH2:1][C:4]1[CH:9]=[CH:8][C:7]([NH:10][CH2:11][CH2:12][CH:13]([OH:15])[CH3:14])=[CH:6][C:5]=1[CH3:16] |f:1.2.3,4.5.6.7.8,9.10.11|. Reported procedure: The 4-(4-nitro-3-methylphenylamino)butan-2-ol (31) obtained above was reduced with a boiling zinc/ammonium chloride/water/ethanol mixture. The corresponding amine was isolated in dihydrochloride form. The reactants are COC(OC)N(C)C, N#Cc1ccc(N)nc1, CN(C)C=O. Product: CN(C)C=Nc1ccc(C#N)cn1. RXN SMILES: [CH3:10][O:11][CH:12]([N:13]([CH3:14])[CH3:15])[O:16][CH3:17].[NH2:1][c:2]1[n:3][cH:4][c:5]([C:6]#[N:7])[cH:8][cH:9]1.[O:18]=[CH:19][N:20]([CH3:21])[CH3:22]>>[N:1]([c:2]1[n:3][cH:4][c:5]([C:6]#[N:7])[cH:8][cH:9]1)=[CH:12][N:13]([CH3:14])[CH3:15]. Starting materials: CC(C(CC#N)=O)C (4-methyl-3-oxopentanenitrile), Cl.COC1=CC=C(C=C1)NN ((4-methoxyphenyl)hydrazine hydrochloride). Run in CCO (EtOH). Run at temperature 80 celsius. Yields the product C(C)(C)C1=NN(C(=C1)N)C1=CC=C(C=C1)OC (3-isopropyl-1-(4-methoxyphenyl)-1H-pyrazol-5-amine). Isolated yield 48.0%. RXN SMILES: [CH3:1][CH:2]([CH3:8])[C:3](=O)[CH2:4][C:5]#[N:6].Cl.[CH3:10][O:11][C:12]1[CH:17]=[CH:16][C:15]([NH:18][NH2:19])=[CH:14][CH:13]=1>CCO>[CH:2]([C:3]1[CH:4]=[C:5]([NH2:6])[N:18]([C:15]2[CH:16]=[CH:17][C:12]([O:11][CH3:10])=[CH:13][CH:14]=2)[N:19]=1)([CH3:8])[CH3:1] |f:1.2|. Procedure details: Using the procedure described in Example 308A Step 1, to a solution of 4-methyl-3-oxopentanenitrile (514 mg, 4.5 mmol) prepared as described in Example 122A Step 1, in anhydrous EtOH (15 ml) was added (4-methoxyphenyl)hydrazine hydrochloride (524 mg, 3.0 mmol) and the reaction mixture was heated at 80° C. overnight. The residue was purified by silica gel chromatography (DCM/EtOAc 1:1) to afford 3-isopropyl-1-(4-methoxyphenyl)-1H-pyrazol-5-amine (333 mg, 48%) as a solid. 1H NMR (300 MHz, CDCl3) δ... The reactants are C(Cl)Cl (DCM), ClC=1C=C(C(=O)OO)C=CC1 (m-Chloroperoxybenzoic acid), C(C)(C)(C)C(=O)NC1=CC2=C(SC3=C2C=CC=C3)C=C1 (2-(t-butylcarbonylamino)dibenzothiophene), resultant mixture. Run in ClCCCl (1,2-dichloroethane). The product is O=S1C2=C(C3=C1C=CC=C3)C=C(C=C2)NC(=O)C(C)(C)C (5-oxo-2-(t-Butylcarbonylamino)dibenzothiophene). Yield: 8.9%. As a reaction SMILES: ClC1C=C(C=CC=1)C(OO)=[O:6].[C:12]([C:16]([NH:18][C:19]1[CH:31]=[CH:30][C:22]2[S:23][C:24]3[CH:29]=[CH:28][CH:27]=[CH:26][C:25]=3[C:21]=2[CH:20]=1)=[O:17])([CH3:15])([CH3:14])[CH3:13].C(Cl)Cl>ClCCCl>[O:6]=[S:23]1[C:24]2[CH:29]=[CH:28][CH:27]=[CH:26][C:25]=2[C:21]2[CH:20]=[C:19]([NH:18][C:16]([C:12]([CH3:15])([CH3:13])[CH3:14])=[O:17])[CH:31]=[CH:30][C:22]1=2. Procedure details: m-Chloroperoxybenzoic acid (50% wt/wt, 770 mg, 2.0 mmol) was added to a solution of 2-(t-butylcarbonylamino)dibenzothiophene (Example 2; 566 mg, 2.0 mmol) in 1,2-dichloroethane and the resultant mixture warmed at 80% for 16 hours then cooled and DCM was added (50 ml). The mixture was washed with 2 M sodium hydroxide, water and brine, dried and evaporated in vacuo to a brown gum. This was purified by chromatography eluting with 0-2% methanol in DCM. The impure product thus obtained was purified b... Reactants: CCC(C(=O)[O-])n1nc(-c2ccc(Cl)cc2)n(Cc2ccc(OC)cc2)c1=O, CO, Cl, [K+], [OH-]. Product: COc1ccc(Cn2c(-c3ccc(Cl)cc3)nn(CC(=O)O)c2=O)cc1. Reaction SMILES: [CH2:1]([CH3:2])[CH:3]([C:4](=[O:5])[O-:6])[n:7]1[n:8][c:9](-[c:22]2[cH:23][cH:24][c:25]([Cl:28])[cH:26][cH:27]2)[n:10]([CH2:13][c:14]2[cH:15][cH:16][c:17]([O:20][CH3:21])[cH:18][cH:19]2)[c:11]1=[O:12].[CH3:32][OH:33].[ClH:31].[K+:30].[OH-:29]>>[CH2:3]([C:4](=[O:5])[OH:6])[n:7]1[n:8][c:9](-[c:22]2[cH:23][cH:24][c:25]([Cl:28])[cH:26][cH:27]2)[n:10]([CH2:13][c:14]2[cH:15][cH:16][c:17]([O:20][CH3:21])[cH:18][cH:19]2)[c:11]1=[O:12].